Dataset: the Open Reaction Database (ORD), a public repository of structured organic reaction records. Task: describe an organic reaction: reactants, conditions, products, and yield Reactants: BrC1=CC=C(C=C1)/C=C/C=1C=C(C(=O)O)C=CC1OC (3-[(E)-2-(4-bromophenyl)vinyl]-4-methoxybenzoic acid), NC(CO)CO (2-amino-1,3-propanediol). The product is BrC1=CC=C(C=C1)/C=C/C=1C=C(C(=O)NC(CO)CO)C=CC1OC (3-[(E)-2-(4-bromophenyl)vinyl]-N-(2-hydroxy-1-hydroxymethylethyl)-4-methoxybenzamide). RXN SMILES: [Br:1][C:2]1[CH:7]=[CH:6][C:5](/[CH:8]=[CH:9]/[C:10]2[CH:11]=[C:12]([CH:16]=[CH:17][C:18]=2[O:19][CH3:20])[C:13]([OH:15])=O)=[CH:4][CH:3]=1.[NH2:21][CH:22]([CH2:25][OH:26])[CH2:23][OH:24]>>[Br:1][C:2]1[CH:3]=[CH:4][C:5](/[CH:8]=[CH:9]/[C:10]2[CH:11]=[C:12]([CH:16]=[CH:17][C:18]=2[O:19][CH3:20])[C:13]([NH:21][CH:22]([CH2:25][OH:26])[CH2:23][OH:24])=[O:15])=[CH:6][CH:7]=1. Procedure: The captioned compound was synthesized from 4-methoxy-3-[(E)-2-(4-bromophenyl)vinyl]benzoic acid obtained in step B of Example 2-2-43 and 2-amino-1,3-propanediol in accordance with the same procedure as in the methods described in step C of Example 1-2-3.